From a dataset of the Open Reaction Database (ORD), a public repository of structured organic reaction records. describe an organic reaction: reactants, conditions, products, and yield Solvent: CS(=O)C (DMSO). Reaction conditions: temperature 60 celsius, time 3 hour. RXN SMILES: [C:1]([C:3]1[CH:15]=[CH:14][C:6]([CH2:7][N:8]2[CH:12]=[CH:11][N:10]=[C:9]2[CH3:13])=[CH:5][C:4]=1F)#[N:2].[Cl:17][C:18]1[CH:23]=[C:22]([Cl:24])[CH:21]=[CH:20][C:19]=1[SH:25].C(=O)([O-])[O-].[Cs+].[Cs+].CCOC(C)=O>CS(C)=O>[C:1]([C:3]1[CH:15]=[CH:14][C:6]([CH2:7][N:8]2[CH:12]=[CH:11][N:10]=[C:9]2[CH3:13])=[CH:5][C:4]=1[S:25][C:19]1[CH:20]=[CH:21][C:22]([Cl:24])=[CH:23][C:18]=1[Cl:17])#[N:2] |f:2.3.4|. Procedure details: To a solution of the product From Step C (417 mg, 1.94 mmol) and 2,4-dichlorothiophenol (348 mg, 1.94 mmol) in 7.0 mL of DMSO was added cesium carbonate (1.26 g, 3.88 mmol). The reaction was warmed to 60° C. under argon and stirred for three hours. The solution was poured into EtOAc and washed with water and brine, dried (Na2SO4), filtered, and concentrated in vacuo. The resulting product was purified by silica gel chromatography (3-4% MeOH/CH2Cl2) to provide the product as a brown foam. Starting materials: CCOC(=O)C (EtOAc), C(#N)C1=C(C=C(CN2C(=NC=C2)C)C=C1)F (1-(4-cyano-3-fluorobenzyl)-2-methylimidazole), ClC1=C(C=CC(=C1)Cl)S (2,4-dichlorothiophenol), C([O-])([O-])=O.[Cs+].[Cs+] (cesium carbonate). Yields the product C(#N)C1=C(C=C(CN2C(=NC=C2)C)C=C1)SC1=C(C=C(C=C1)Cl)Cl (1-[4-cyano-3-((2,4-dichlorophenyl)thio)benzyl]-2-methylimidazole). The reactants are ClCC(OCC)(OCC)OCC (2-Chloro-1,1,1-triethoxyethane), NC1=C(C=CC(=C1)C(F)(F)F)O (2-amino-4-trifluoromethylphenol). The solvent is C(C)(=O)O (acetic acid). Reaction conditions: temperature 120 celsius. The product is ClCC=1OC2=C(N1)C=C(C=C2)C(F)(F)F (2-chloromethyl-5-trifluoromethyl-benzoxazole). Yield: 76.8%. As a reaction SMILES: [Cl:1][CH2:2][C:3]([O:10][CH2:11][CH3:12])(OCC)OCC.[NH2:13][C:14]1[CH:19]=[C:18]([C:20]([F:23])([F:22])[F:21])[CH:17]=CC=1O>C(O)(=O)C>[Cl:1][CH2:2][C:3]1[O:10][C:11]2[CH:12]=[CH:17][C:18]([C:20]([F:23])([F:22])[F:21])=[CH:19][C:14]=2[N:13]=1. Procedure details: 2-Chloro-1,1,1-triethoxyethane (410 μL, 2.15 mmol) was added to a suspension of 2-amino-4-trifluoromethylphenol (370 mg, 1.79 mmol) in acetic acid (7 mL); during the addition the solution began to clear. The solution was heated at 120° C. (external temperature). After three hours the reaction mixture was cooled and the volatiles were removed under reduced pressure. Purification by silica gel chromatography, eluting with a gradient of 0 to 10% ethyl acetate in heptanes, gave 2-chloromethyl-5-trif... The reactants are CC(C)N1CCN(CC1)CCC(=O)N1CC2=CC(=C(C=C2CC1)OC)[N+](=O)[O-] (2-{3-[4-(1-methylethyl)-1-piperazinyl]propanoyl}-6-(methyloxy)-7-nitro-1,2,3,4-tetrahydroisoquinoline), [H][H] (hydrogen). Reagents/catalysts: [Pd] (palladium on carbon). Solvent: C(C)O (ethanol). Product: CC(C)N1CCN(CC1)CCC(=O)N1CC2=CC(=C(C=C2CC1)OC)N (2-{3-[4-(1-methylethyl)-1-piperazinyl]propanoyl}-6-(methyloxy)-1,2,3,4-tetrahydro-7-isoquinolinamine). The yield is 98.5%. RXN SMILES: [CH3:1][CH:2]([N:4]1[CH2:9][CH2:8][N:7]([CH2:10][CH2:11][C:12]([N:14]2[CH2:23][CH2:22][C:21]3[C:16](=[CH:17][C:18]([N+:26]([O-])=O)=[C:19]([O:24][CH3:25])[CH:20]=3)[CH2:15]2)=[O:13])[CH2:6][CH2:5]1)[CH3:3].[H][H]>C(O)C.[Pd]>[CH3:3][CH:2]([N:4]1[CH2:5][CH2:6][N:7]([CH2:10][CH2:11][C:12]([N:14]2[CH2:23][CH2:22][C:21]3[C:16](=[CH:17][C:18]([NH2:26])=[C:19]([O:24][CH3:25])[CH:20]=3)[CH2:15]2)=[O:13])[CH2:8][CH2:9]1)[CH3:1]. Procedure: A solution of 2-{3-[4-(1-methylethyl)-1-piperazinyl]propanoyl}-6-(methyloxy)-7-nitro-1,2,3,4-tetrahydroisoquinoline (285 g, 0.731 mmol) in ethanol (10 mL) was treated with 10% palladium on carbon (30 mg, Aldrich), and stirred under 60 psi of hydrogen pressure for 16 h in a Fischer-Porter apparatus. The pressure was released, the reaction vessel evacuated, and back-filled with nitrogen twice. The mixture was filtered through celite and the filtrate was concentrated to provide 2-{3-[4-(1-methyleth... Reaction conditions: time 30 minute. As a reaction SMILES: [CH2:1]([OH:3])[CH3:2].[H-].[Na+].Cl[C:7]1[CH:12]=[C:11](Cl)[N:10]=[C:9]([S:14][CH3:15])[N:8]=1.[F:16][C:17]([F:26])([F:25])[C:18]1[CH:19]=[C:20]([OH:24])[CH:21]=[CH:22][CH:23]=1>C1COCC1.CN(C=O)C>[CH2:1]([O:3][C:7]1[CH:12]=[C:11]([O:24][C:20]2[CH:21]=[CH:22][CH:23]=[C:18]([C:17]([F:16])([F:25])[F:26])[CH:19]=2)[N:10]=[C:9]([S:14][CH3:15])[N:8]=1)[CH3:2] |f:1.2|. The solvent is C1CCOC1 (THF), CN(C)C=O (DMF). Product: C(C)OC1=NC(=NC(=C1)OC1=CC(=CC=C1)C(F)(F)F)SC (4-ethoxy-2-methylthio-6-[3-(trifluoromethyl)phenoxy]pyrimidine). Procedure: Ethanol (1.18 g, 0.0256×1.0 mol) and NaH (1.02 g, (ca.60% in mineral oil), 0.0256×1.0 mol) were dissolved in THF and 4,6-dichloro-2-methylthiopyrimidine (Compound No. VII-23)(5.0 g, 0.0256 mol) was added thereto. The resulting solution was stirred for about 30 minutes at room temperature. To this reaction solution, m-trifluoromethyl-phenol (6.23 g, 0.0256×1.5 mol), NaH (1.54 g, (ca.60% in mineral oil), 0.0256×1.5 mol), and KI (2.12 g, 0.0256×0.5 mol) dissolved in DMF were added. The resulting so... Starting materials: C(C)O (Ethanol), [H-].[Na+] (NaH), ClC1=NC(=NC(=C1)Cl)SC (4,6-dichloro-2-methylthiopyrimidine), FC(C=1C=C(C=CC1)O)(F)F (m-trifluoromethyl-phenol), [H-].[Na+] (NaH). The reactants are C(C)(C)(C)[Si](OCC\C=C/[C@H](CCCC(C)(O[Si](CC)(CC)CC)C)C)(C)C ((Z)-(S)-1-(t-Butyl-dimethyl-silanyloxy)-5,9-dimethyl-9-triethylsilanyloxy-dec-3-ene), F (hydrofluoric acid), O (water). The solvent is C(Cl)Cl (CH2Cl2). Run at time 40 minute. The product is C[C@H](\C=C/CCO)CCCC(C)(O)C ((3Z)-(5S)-5,9-Dimethyl-dec-3-ene-1,9-diol). Isolated yield 95.3%. As a reaction SMILES: C([Si](C)(C)[O:6][CH2:7][CH2:8]/[CH:9]=[CH:10]\[C@@H:11]([CH3:26])[CH2:12][CH2:13][CH2:14][C:15]([CH3:25])([O:17][Si](CC)(CC)CC)[CH3:16])(C)(C)C.F.O>C(Cl)Cl>[CH3:26][C@@H:11]([CH2:12][CH2:13][CH2:14][C:15]([CH3:25])([OH:17])[CH3:16])/[CH:10]=[CH:9]\[CH2:8][CH2:7][OH:6]. Reported procedure: To a stirred solution of compound 12 (201 mg, 0.4 mmol) in anhydrous CH2Cl2 (10 mL) was added hydrofluoric acid (48%, 6 mL). After 40 minutes of stirring at room temperature, water was added, and the organic layer was separated, washed with water and NaHCO3, dried over MgSO4, and evaporated. The residue was chromatographed on silica Sep-Pak cartridge using hexane/EtOAc (6:4) as an eluent to give an oily diol 13 (76.4 mg, 92%). Reactants: C(C)OC(CN1C(C2C(C1=O)C=C(S2)Br)=O)=O ((2-bromo-4,6-dioxo-3a,4,6,6a-tetrahydro-thieno[2,3-c]pyrrol-5-yl)-acetic acid ethyl ester), O(C1=CC=CC=C1)C1=CC=C(C=C1)B(O)O (4-phenoxy-phenyl boronic acid). Yields the product C(C)OC(CN1C(C2C(C1=O)C=C(S2)C2=CC=C(C=C2)OC2=CC=CC=C2)=O)=O ([2-(4-Phenoxy-phenyl)-4,6-dioxo-3a,4,6,6a-tetrahydro-thieno[2,3-c]pyrrol-5-yl]-acetic acid ethyl ester). Reaction SMILES: [CH2:1]([O:3][C:4](=[O:17])[CH2:5][N:6]1[C:10](=[O:11])[CH:9]2[CH:12]=[C:13](Br)[S:14][CH:8]2[C:7]1=[O:16])[CH3:2].[O:18]([C:25]1[CH:30]=[CH:29][C:28](B(O)O)=[CH:27][CH:26]=1)[C:19]1[CH:24]=[CH:23][CH:22]=[CH:21][CH:20]=1>>[CH2:1]([O:3][C:4](=[O:17])[CH2:5][N:6]1[C:10](=[O:11])[CH:9]2[CH:12]=[C:13]([C:28]3[CH:29]=[CH:30][C:25]([O:18][C:19]4[CH:24]=[CH:23][CH:22]=[CH:21][CH:20]=4)=[CH:26][CH:27]=3)[S:14][CH:8]2[C:7]1=[O:16])[CH3:2]. Procedure: The title compound was prepared from (2-bromo-4,6-dioxo-3a,4,6,6a-tetrahydro-thieno[2,3-c]pyrrol-5-yl)-acetic acid ethyl ester, example 1-d, and 4-phenoxy-phenyl boronic acid under conditions analogous to experimental example 3-a. NMR (CDCl3, 200 MHz): δ=7.58-7.54 (d, J=8.97 Hz, 2H), 7.41-7.34 (m, 3H), 7.20-7.0 (m, 4H), 4.35 (s, 2H), 4.27-4.17 (q, J=7.0, 2H), 1.32-1.25 (t, J=7.0 Hz, 3H). The reactants are solution, C(Cl)(Cl)Cl (chloroform), [Cl-] (chloride), C(C)(=O)N[C@@H](CCC(=O)O)C(=O)O (N-acetyl glutamic acid), precipitate, Cl.OC(C[N+](C)(C)C)CC([O-])=O (carnitine hydrochloride). The solvent is C(C)OCC (ethyl ether), CC(=O)C (acetone), FC(C(=O)O)(F)F (trifluoroacetic acid). Conditions: time 14 hour. Product: Cl.C(C)(=O)N[C@@H](CCC(O)=O)C(=O)C(O)(C[N+](C)(C)C)CC([O-])=O (N-acetyl glutamyl carnitine hydrochloride). As a reaction SMILES: Cl.[OH:2][CH:3]([CH2:9][C:10](=[O:12])[O-:11])[CH2:4][N+:5]([CH3:8])([CH3:7])[CH3:6].C(Cl)(Cl)[Cl:14].[Cl-].[C:18]([NH:21][C@H:22]([C:28](O)=[O:29])[CH2:23][CH2:24][C:25]([OH:27])=[O:26])(=[O:20])[CH3:19]>FC(F)(F)C(O)=O.C(OCC)C.CC(C)=O>[ClH:14].[C:18]([NH:21][C@H:22]([C:28]([C:3]([CH2:9][C:10](=[O:11])[O-:12])([CH2:4][N+:5]([CH3:8])([CH3:6])[CH3:7])[OH:2])=[O:29])[CH2:23][CH2:24][C:25](=[O:26])[OH:27])(=[O:20])[CH3:19] |f:0.1,8.9|. Procedure: 4.2 g (0.021 moles) of carnitine hydrochloride are dissolved in 12 mls of trifluoroacetic acid, then at 35° C. and under vigorous stirring 20 cc of a solution of anhydrous chloroform wherein about 4.36 g (0.021 moles) of the acide chloride of the N-acetyl glutamic acid have been dissolved are added dropwise. The reaction is allowed to proceed for about 14 hours at 35° C., and subsequently at 50° C. for two further hours. The reaction mixture is cooled. Upon acetone addition (40 mls) no precipita...